Dataset: the Open Reaction Database (ORD), a public repository of structured organic reaction records. Task: describe an organic reaction: reactants, conditions, products, and yield Starting materials: CCO, CCOC(=O)c1cnn(Cc2sc(-c3cccc(C(F)(F)F)c3)nc2C)c1, [Na+], C1CCOC1, [OH-], O. The product is Cc1nc(-c2cccc(C(F)(F)F)c2)sc1Cn1cc(C(=O)O)cn1. RXN SMILES: [CH2:36]([OH:37])[CH3:38].[CH3:1][c:2]1[n:3][c:4](-[c:18]2[cH:19][c:20]([C:24]([F:25])([F:26])[F:27])[cH:21][cH:22][cH:23]2)[s:5][c:6]1[CH2:7][n:8]1[n:9][cH:10][c:11]([C:13](=[O:14])[O:15][CH2:16][CH3:17])[cH:12]1.[Na+:29].[O:31]1[CH2:32][CH2:33][CH2:34][CH2:35]1.[OH-:28].[OH2:30]>>[CH3:1][c:2]1[n:3][c:4](-[c:18]2[cH:19][c:20]([C:24]([F:25])([F:26])[F:27])[cH:21][cH:22][cH:23]2)[s:5][c:6]1[CH2:7][n:8]1[n:9][cH:10][c:11]([C:13](=[O:14])[OH:15])[cH:12]1. The reactants are O=c1n(Cc2ccc(C(F)(F)F)nc2)nc2c(Br)c(-c3ccc(Cl)cc3)ncn12, C1CCOC1, [K+], [K+], [K+], O=P([O-])([O-])[O-], OB(O)c1ccncc1. Product: O=c1n(Cc2ccc(C(F)(F)F)nc2)nc2c(-c3ccncc3)c(-c3ccc(Cl)cc3)ncn12. RXN SMILES: [Br:1][c:2]1[c:3]2[n:4]([cH:5][n:6][c:7]1-[c:8]1[cH:9][cH:10][c:11]([Cl:14])[cH:12][cH:13]1)[c:15](=[O:29])[n:16]([CH2:18][c:19]1[cH:20][n:21][c:22]([C:25]([F:26])([F:27])[F:28])[cH:23][cH:24]1)[n:17]2.[CH2:47]1[O:48][CH2:49][CH2:50][CH2:51]1.[K+:44].[K+:45].[K+:46].[P:39]([O-:40])([O-:41])([O-:42])=[O:43].[n:30]1[cH:31][cH:32][c:33]([B:36]([OH:37])[OH:38])[cH:34][cH:35]1>>[c:2]1(-[c:33]2[cH:32][cH:31][n:30][cH:35][cH:34]2)[c:3]2[n:4]([cH:5][n:6][c:7]1-[c:8]1[cH:9][cH:10][c:11]([Cl:14])[cH:12][cH:13]1)[c:15](=[O:29])[n:16]([CH2:18][c:19]1[cH:20][n:21][c:22]([C:25]([F:26])([F:27])[F:28])[cH:23][cH:24]1)[n:17]2. Procedure: To a solution of 7-[4-(2-butoxyethoxy)phenyl]-1-isobutyl-N-[4-[[(1-(2-propin-1-yl)imidazol-5-yl)methyl]sulfanyl]phenyl]-2,3-dihydro-1H-1-benzazepine-4-carboxamide (639 mg) in dichloromethane (15 ml) was added dropwise 70% solution of 3-chloroperbenzoic acid (356 mg) in dichloromethane (15 ml) at −78° C., and the mixture was stirred for 30 minutes at the same temperature. Dimethylsulfide (0.1 ml) was added to the mixture, and the mixture was allowed to be at room temperature and stirred for 30 mi... The product is C(CCC)OCCOC1=CC=C(C=C1)C=1C=CC2=C(C=C(CCN2CC(C)C)C(=O)NC2=CC=C(C=C2)S(=O)CC2=CN=CN2CC#C)C1 (7-[4-(2-butoxyethoxy)phenyl]-1-isobutyl-N-[4-[[(1-(2-propin-1-yl)imidazol-5-yl)methyl]sulfinyl]phenyl]-2,3-dihydro-1H-1-benzazepine-4-carboxamide). The solvent is ClCCl (dichloromethane), ClCCl (dichloromethane). Conditions: time 30 minute. Yield: 68.9%. Reaction SMILES: [CH2:1]([O:5][CH2:6][CH2:7][O:8][C:9]1[CH:14]=[CH:13][C:12]([C:15]2[CH:16]=[CH:17][C:18]3[N:24]([CH2:25][CH:26]([CH3:28])[CH3:27])[CH2:23][CH2:22][C:21]([C:29]([NH:31][C:32]4[CH:37]=[CH:36][C:35]([S:38][CH2:39][C:40]5[N:44]([CH2:45][C:46]#[CH:47])[CH:43]=[N:42][CH:41]=5)=[CH:34][CH:33]=4)=[O:30])=[CH:20][C:19]=3[CH:48]=2)=[CH:11][CH:10]=1)[CH2:2][CH2:3][CH3:4].ClC1C=CC=C(C(OO)=[O:57])C=1.CSC.O>ClCCl>[CH2:1]([O:5][CH2:6][CH2:7][O:8][C:9]1[CH:10]=[CH:11][C:12]([C:15]2[CH:16]=[CH:17][C:18]3[N:24]([CH2:25][CH:26]([CH3:27])[CH3:28])[CH2:23][CH2:22][C:21]([C:29]([NH:31][C:32]4[CH:33]=[CH:34][C:35]([S:38]([CH2:39][C:40]5[N:44]([CH2:45][C:46]#[CH:47])[CH:43]=[N:42][CH:41]=5)=[O:57])=[CH:36][CH:37]=4)=[O:30])=[CH:20][C:19]=3[CH:48]=2)=[CH:13][CH:14]=1)[CH2:2][CH2:3][CH3:4]. Reactants: CSC (Dimethylsulfide), O (water), C(CCC)OCCOC1=CC=C(C=C1)C=1C=CC2=C(C=C(CCN2CC(C)C)C(=O)NC2=CC=C(C=C2)SCC2=CN=CN2CC#C)C1 (7-[4-(2-butoxyethoxy)phenyl]-1-isobutyl-N-[4-[[(1-(2-propin-1-yl)imidazol-5-yl)methyl]sulfanyl]phenyl]-2,3-dihydro-1H-1-benzazepine-4-carboxamide), solution, ClC1=CC(=CC=C1)C(=O)OO (3-chloroperbenzoic acid).